Dataset: the Open Reaction Database (ORD), a public repository of structured organic reaction records. Task: describe an organic reaction: reactants, conditions, products, and yield Reaction SMILES: [Na].[NH2:2][C@H:3]([C:8]([OH:10])=[O:9])[CH2:4][C:5]([OH:7])=[O:6].[CH2:11]([O:18][C:19](Cl)=[O:20])[C:12]1[CH:17]=[CH:16][CH:15]=[CH:14][CH:13]=1.C(OC(N[C@H](C(N[C@H](C(O)=O)CC(O)=O)=O)CC(=O)O)=O)C1C=CC=CC=1.[OH-].[Na+]>O>[CH2:11]([O:18][C:19]([NH:2][C@H:3]([C:8]([OH:10])=[O:9])[CH2:4][C:5]([OH:7])=[O:6])=[O:20])[C:12]1[CH:17]=[CH:16][CH:15]=[CH:14][CH:13]=1 |f:4.5,^1:0|. The yield is 96.4%. Run in O (water). Yields the product C(C1=CC=CC=C1)OC(=O)N[C@@H](CC(=O)O)C(=O)O (N-benzyloxycarbonyl aspartic acid). Reported procedure: 731 grams of 96.4% N-benzyloxycarbonyl aspartic acid, which was prepared byreaction of the sodium salt of L-aspartic acid with benzylchloroformate at a pH of about 11.3, and which contained about 0.44 weight percent of N-benzyloxycarbonyl aspartyl aspartic acid was added to 2000 grams of tap water at room temperature. To this solution were slowly added 300 milliliters of 50% sodium hydroxide. The temperature and pH of the slurry rose from about 22° C. and 2.19 to 55° C. and 11.3 respectively. Th... The reactants are C(C1=CC=CC=C1)OC(=O)N[C@@H](CC(O)=O)C(=O)N[C@@H](CC(=O)O)C(=O)O (N-benzyloxycarbonyl aspartyl aspartic acid), [Na] (sodium), N[C@@H](CC(=O)O)C(=O)O (L-aspartic acid), C(C1=CC=CC=C1)OC(=O)Cl (benzylchloroformate), [OH-].[Na+] (sodium hydroxide), [OH-].[Na+] (sodium hydroxide). Conditions: temperature 85 celsius, time 30 minute. Reactants: CCOC(=O)CCCSc1ccccc1C=O, Cl, [H-], [Na+], C1CCOC1. The product is CCOC(=O)C1=Cc2ccccc2SCC1. RXN SMILES: [CH:1](=[O:2])[c:3]1[c:4]([S:9][CH2:10][CH2:11][CH2:12][C:13](=[O:14])[O:15][CH2:16][CH3:17])[cH:5][cH:6][cH:7][cH:8]1.[ClH:20].[H-:18].[Na+:19].[O:21]1[CH2:22][CH2:23][CH2:24][CH2:25]1>>[CH:1]1=[C:12]([C:13](=[O:14])[O:15][CH2:16][CH3:17])[CH2:11][CH2:10][S:9][c:4]2[c:3]1[cH:8][cH:7][cH:6][cH:5]2. The reactants are N#Cc1cnc(NCCN2CCNC2=O)nc1-c1ccc(Br)s1, CCO, ClCCl, [Na+], [Na+], O=C([O-])[O-], c1ccc(P(c2ccccc2)(c2ccccc2)[Pd](P(c2ccccc2)(c2ccccc2)c2ccccc2)(P(c2ccccc2)(c2ccccc2)c2ccccc2)P(c2ccccc2)(c2ccccc2)c2ccccc2)cc1, OB(O)c1cccs1. The product is N#Cc1cnc(NCCN2CCNC2=O)nc1-c1ccc(-c2cccs2)s1. Reaction SMILES: [Br:1][c:2]1[cH:3][cH:4][c:5](-[c:7]2[n:8][c:9]([NH:15][CH2:16][CH2:17][N:18]3[C:19](=[O:23])[NH:20][CH2:21][CH2:22]3)[n:10][cH:11][c:12]2[C:13]#[N:14])[s:6]1.[CH3:38][CH2:39][OH:40].[Cl:41][CH2:42][Cl:43].[Na+:32].[Na+:33].[O-:34][C:35](=[O:36])[O-:37].[cH:44]1[cH:45][cH:46][c:47]([P:48]([Pd:49]([P:50]([c:51]2[cH:52][cH:53][cH:54][cH:55][cH:56]2)([c:57]2[cH:58][cH:59][cH:60][cH:61][cH:62]2)[c:63]2[cH:64][cH:65][cH:66][cH:67][cH:68]2)([P:69]([c:70]2[cH:71][cH:72][cH:73][cH:74][cH:75]2)([c:76]2[cH:77][cH:78][cH:79][cH:80][cH:81]2)[c:82]2[cH:83][cH:84][cH:85][cH:86][cH:87]2)[P:88]([c:89]2[cH:90][cH:91][cH:92][cH:93][cH:94]2)([c:95]2[cH:96][cH:97][cH:98][cH:99][cH:100]2)[c:101]2[cH:102][cH:103][cH:104][cH:105][cH:106]2)([c:107]2[cH:108][cH:109][cH:110][cH:111][cH:112]2)[c:113]2[cH:114][cH:115][cH:116][cH:117][cH:118]2)[cH:119][cH:120]1.[s:24]1[c:25]([B:29]([OH:30])[OH:31])[cH:26][cH:27][cH:28]1>>[c:2]1(-[c:25]2[s:24][cH:28][cH:27][cH:26]2)[cH:3][cH:4][c:5](-[c:7]2[n:8][c:9]([NH:15][CH2:16][CH2:17][N:18]3[C:19](=[O:23])[NH:20][CH2:21][CH2:22]3)[n:10][cH:11][c:12]2[C:13]#[N:14])[s:6]1. Starting materials: C(C)N(C1=CC=C(C(=O)NC2(CCCCC2)C(=O)NC2C(CN(CC2)C2=C(C=C(C=C2)F)S(=O)(=O)C)=O)C=C1)CC (4-[N-[1-[N-(4-(diethylamino)benzoyl)amino]cyclohexanecarbonyl]amino]-1-(4-fluoro-2-methanesulfonylphenyl)piperidin-3-one), Cl.C(C)(=O)OCC (hydrogenchloride ethyl acetate). Reaction conditions: time 2 hour. The product is Cl.C(C)N(C1=CC=C(C(=O)NC2(CCCCC2)C(=O)NC2C(CN(CC2)C2=C(C=C(C=C2)F)S(=O)(=O)C)=O)C=C1)CC (4-[N-[1-[N-(4-(diethylamino)benzoyl)amino]cyclohexanecarbonyl]amino]-1-(4-fluoro-2-methanesulfonylphenyl)piperidin-3-one hydrochloride). Reaction SMILES: [CH2:1]([N:3]([CH2:40][CH3:41])[C:4]1[CH:39]=[CH:38][C:7]([C:8]([NH:10][C:11]2([C:17]([NH:19][CH:20]3[CH2:25][CH2:24][N:23]([C:26]4[CH:31]=[CH:30][C:29]([F:32])=[CH:28][C:27]=4[S:33]([CH3:36])(=[O:35])=[O:34])[CH2:22][C:21]3=[O:37])=[O:18])[CH2:16][CH2:15][CH2:14][CH2:13][CH2:12]2)=[O:9])=[CH:6][CH:5]=1)[CH3:2].[ClH:42].C(OCC)(=O)C>>[ClH:42].[CH2:40]([N:3]([CH2:1][CH3:2])[C:4]1[CH:5]=[CH:6][C:7]([C:8]([NH:10][C:11]2([C:17]([NH:19][CH:20]3[CH2:25][CH2:24][N:23]([C:26]4[CH:31]=[CH:30][C:29]([F:32])=[CH:28][C:27]=4[S:33]([CH3:36])(=[O:34])=[O:35])[CH2:22][C:21]3=[O:37])=[O:18])[CH2:16][CH2:15][CH2:14][CH2:13][CH2:12]2)=[O:9])=[CH:38][CH:39]=1)[CH3:41] |f:1.2,3.4|. Procedure: 50 ml of saturated hydrogenchloride-ethyl acetate solution was added to 4-[N-[1-[N-(4-(diethylamino)benzoyl)amino]cyclohexanecarbonyl]amino]-1-(4-fluoro-2-methanesulfonylphenyl)piperidin-3-one (500 mg) obtained in Example 172. The reaction mixture was stirred for 2 hours at room temperature and filtered to give 440 mg of the titled compound as white solid. The reactants are O1CCCC1 (tetrahydrofuran), CC(C)([O-])C.[K+] (potassium tert-butoxide), C(C)OC=1C=C(C=CC1OCC)C=1SC=C(N1)C1=CC(=C(C(=C1)C=O)OCOC)C(=O)OC (2-(3,4-diethoxyphenyl)-4-(3-methoxycarbonyl-4-methoxymethoxy-5-formylphenyl)thiazole). Reagents/catalysts: [Br-].C[P+](C1=CC=CC=C1)(C1=CC=CC=C1)C1=CC=CC=C1 (methyltriphenylphosphonium bromide). Product: C(C)OC=1C=C(C=CC1OCC)C=1SC=C(N1)C1=CC(=C(C(=C1)C=O)OCOC)C(=O)OCOC (2-(3,4-diethoxyphenyl)-4-(3-methoxymethoxycarbonyl-4-methoxymethoxy-5-formylphenyl)thiazole), C(C)OC=1C=C(C=CC1OCC)C=1SC=C(N1)C1=CC(=C(C(=C1)C(C(C)O)O)OCOC)C(=O)OCOC (2-(3,4-diethoxyphenyl)-4-[3-methoxymethoxycarbonyl-4-methoxymethoxy-5-(1,2-dihydroxypropyl)phenyl]thiazole). Reaction SMILES: [CH3:1][C:2](C)([O-:4])C.[K+].[CH2:7]([O:9][C:10]1[CH:11]=[C:12]([C:19]2[S:20][CH:21]=[C:22]([C:24]3[CH:29]=[C:28]([CH:30]=[O:31])[C:27]([O:32][CH2:33][O:34][CH3:35])=[C:26]([C:36]([O:38][CH3:39])=[O:37])[CH:25]=3)[N:23]=2)[CH:13]=[CH:14][C:15]=1[O:16][CH2:17][CH3:18])[CH3:8].[O:40]1CCC[CH2:41]1>[Br-].C[P+](C1C=CC=CC=1)(C1C=CC=CC=1)C1C=CC=CC=1>[CH2:7]([O:9][C:10]1[CH:11]=[C:12]([C:19]2[S:20][CH:21]=[C:22]([C:24]3[CH:29]=[C:28]([CH:30]=[O:31])[C:27]([O:32][CH2:33][O:34][CH3:35])=[C:26]([C:36]([O:38][CH2:39][O:4][CH3:2])=[O:37])[CH:25]=3)[N:23]=2)[CH:13]=[CH:14][C:15]=1[O:16][CH2:17][CH3:18])[CH3:8].[CH2:7]([O:9][C:10]1[CH:11]=[C:12]([C:19]2[S:20][CH:21]=[C:22]([C:24]3[CH:29]=[C:28]([CH:30]([OH:31])[CH:2]([OH:4])[CH3:1])[C:27]([O:32][CH2:33][O:34][CH3:35])=[C:26]([C:36]([O:38][CH2:39][O:40][CH3:41])=[O:37])[CH:25]=3)[N:23]=2)[CH:13]=[CH:14][C:15]=1[O:16][CH2:17][CH3:18])[CH3:8] |f:0.1,4.5|. Reported procedure: 535 mg of methyltriphenylphosphonium bromide was suspended in 10 ml of tetrahydrofuran with stirring. Thereto was added 190 mg of potassium tert-butoxide at -5° C., and the mixture was stirred at the same temperature for 1 hour. Thereto was added 500 mg of 2-(3,4-diethoxyphenyl)-4-(3-methoxycarbonyl-4-methoxymethoxy-5-formylphenyl)thiazole. The mixture was stirred at the same temperature for 2 hours and at room temperature for 1 hour. To the reaction mixture were added 30 ml of ethyl acetate and...